Dataset: the Open Reaction Database (ORD), a public repository of structured organic reaction records. Task: describe an organic reaction: reactants, conditions, products, and yield The reactants are C(C1=CC=CC=C1)NCCN (N-benzylethylenediamine), C(=S)(Cl)Cl (thiophosgene), C([O-])([O-])=O.[Na+].[Na+] (sodium carbonate). Run in O (water), C1(=CC=CC=C1)C (toluene), C1(=CC=CC=C1)C (toluene). Run at time 1 hour. Yields the product C(C1=CC=CC=C1)N1C(=NCC1)S (1-Benzyl-2-mercaptoimidazoline). Yield: 17.5%. As a reaction SMILES: [CH2:1]([NH:8][CH2:9][CH2:10][NH2:11])[C:2]1[CH:7]=[CH:6][CH:5]=[CH:4][CH:3]=1.[C:12](Cl)(Cl)=[S:13].C(=O)([O-])[O-].[Na+].[Na+]>C1(C)C=CC=CC=1.O>[CH2:1]([N:8]1[CH2:9][CH2:10][N:11]=[C:12]1[SH:13])[C:2]1[CH:7]=[CH:6][CH:5]=[CH:4][CH:3]=1 |f:2.3.4|. Procedure details: Solutions of 10.9 g (0.067 mol) N-benzylethylenediamine (Example 2) and 7.65 g (0.067 mol) thiophosgene, each dissolved in 50 ml toluene, were added dropwise and concurrently to a stirred mixture of 14.1 g (0.133 mol) sodium carbonate dissolved in 100 ml water and 100 ml toluene which had been chilled to 0° C. After the 20-30 minute addition period the reaction mixture was allowed to warm to ambient temperature and stirring was continued at this temperature for one hour. The reaction mixture was... The reactants are C1CCOC1, CO, CCOC(=O)C1(CCCCN2CCN(c3ccc4c(c3)C(=O)N(C3CCCCC3)C4)CC2)c2ccccc2-c2ccccc21, Cl, [Na+], [OH-]. Yields the product O=C1c2cc(N3CCN(CCCCC4(C(=O)O)c5ccccc5-c5ccccc54)CC3)ccc2CN1C1CCCCC1. Reaction SMILES: [CH2:45]1[O:46][CH2:47][CH2:48][CH2:49]1.[CH3:53][OH:54].[CH:1]1([N:7]2[C:8](=[O:44])[c:9]3[cH:10][c:11]([N:16]4[CH2:17][CH2:18][N:19]([CH2:22][CH2:23][CH2:24][CH2:25][C:26]5([C:39](=[O:40])[O:41][CH2:42][CH3:43])[c:27]6[cH:28][cH:29][cH:30][cH:31][c:32]6-[c:33]6[cH:34][cH:35][cH:36][cH:37][c:38]65)[CH2:20][CH2:21]4)[cH:12][cH:13][c:14]3[CH2:15]2)[CH2:2][CH2:3][CH2:4][CH2:5][CH2:6]1.[ClH:52].[Na+:51].[OH-:50]>>[CH:1]1([N:7]2[C:8](=[O:44])[c:9]3[cH:10][c:11]([N:16]4[CH2:17][CH2:18][N:19]([CH2:22][CH2:23][CH2:24][CH2:25][C:26]5([C:39](=[O:40])[OH:41])[c:27]6[cH:28][cH:29][cH:30][cH:31][c:32]6-[c:33]6[cH:34][cH:35][cH:36][cH:37][c:38]65)[CH2:20][CH2:21]4)[cH:12][cH:13][c:14]3[CH2:15]2)[CH2:2][CH2:3][CH2:4][CH2:5][CH2:6]1. The reactants are COC1=CC2=C(NC(=N2)S)C=C1 (5-methoxy-2-mercapto-1H-benzimidazole), Cl.ClCC1=NC=CC(=C1C)SCCC1=C(N=CS1)C (2-chloromethyl-3-methyl-4-[2-(4-methyl-5-thiazolyl)ethylthio]pyridine hydrochloride), [OH-].[Na+] (sodium hydroxide). Yields the product COC1=CC2=C(NC(=N2)SCC2=NC=CC(=C2C)SCCC2=C(N=CS2)C)C=C1 (5-Methoxy-2-{[[3-methyl-4-[2-(4-methyl-5-thiazolyl)ethylthio]-2-pyridinyl]methyl]thio}-1H-benzimidazole). RXN SMILES: [CH3:1][O:2][C:3]1[CH:12]=[CH:11][C:6]2[NH:7][C:8]([SH:10])=[N:9][C:5]=2[CH:4]=1.Cl.Cl[CH2:15][C:16]1[C:21]([CH3:22])=[C:20]([S:23][CH2:24][CH2:25][C:26]2[S:30][CH:29]=[N:28][C:27]=2[CH3:31])[CH:19]=[CH:18][N:17]=1.[OH-].[Na+]>>[CH3:1][O:2][C:3]1[CH:12]=[CH:11][C:6]2[NH:7][C:8]([S:10][CH2:15][C:16]3[C:21]([CH3:22])=[C:20]([S:23][CH2:24][CH2:25][C:26]4[S:30][CH:29]=[N:28][C:27]=4[CH3:31])[CH:19]=[CH:18][N:17]=3)=[N:9][C:5]=2[CH:4]=1 |f:1.2,3.4|. Procedure details: Following the procedure described in Example 1, the reaction of 5-methoxy-2-mercapto-1H-benzimidazole with 2-chloromethyl-3-methyl-4-[2-(4-methyl-5-thiazolyl)ethylthio]pyridine hydrochloride and aqueous sodium hydroxide solution gives the title compound as a yellow oil, from which a hydrochloride salt of the title compound is obtained as a colorless powder of m.p. 165° C (decomp.) by following the procedure described in Example 4.